Dataset: the Open Reaction Database (ORD), a public repository of structured organic reaction records. Task: describe an organic reaction: reactants, conditions, products, and yield Reactants: CC(C)O, Cc1ccc(OCC2CO2)c(Cl)n1, O=C1NCCN1C1CCNCC1. Product: Cc1ccc(OCC(O)CN2CCC(N3CCNC3=O)CC2)c(Cl)n1. RXN SMILES: [CH:26]([OH:27])([CH3:28])[CH3:29].[Cl:1][c:2]1[n:3][c:4]([CH3:13])[cH:5][cH:6][c:7]1[O:8][CH2:9][CH:10]1[CH2:11][O:12]1.[NH:14]1[CH2:15][CH2:16][CH:17]([N:20]2[C:21](=[O:25])[NH:22][CH2:23][CH2:24]2)[CH2:18][CH2:19]1>>[Cl:1][c:2]1[n:3][c:4]([CH3:13])[cH:5][cH:6][c:7]1[O:8][CH2:9][CH:10]([CH2:11][N:14]1[CH2:15][CH2:16][CH:17]([N:20]2[C:21](=[O:25])[NH:22][CH2:23][CH2:24]2)[CH2:18][CH2:19]1)[OH:12]. RXN SMILES: [Br:5][c:6]1[cH:7][c:8]([CH2:14][OH:15])[cH:9][c:10]([CH3:13])[c:11]1[Cl:12].[CH3:21][CH2:22][O:23][CH2:24][CH3:25].[Na+:20].[O-:16][C:17]([OH:18])=[O:19].[P:1]([Br:2])([Br:3])[Br:4]>>[Br:2][CH2:14][c:8]1[cH:7][c:6]([Br:5])[c:11]([Cl:12])[c:10]([CH3:13])[cH:9]1. Starting materials: Cc1cc(CO)cc(Br)c1Cl, CCOCC, [Na+], O=C([O-])O, BrP(Br)Br. The product is Cc1cc(CBr)cc(Br)c1Cl. Reactants: BrC(CCCC(=O)OCC)C(=O)C=1SC(=CC1)Cl (ethyl 5-bromo-6-(5-chloro-2-thienyl)-6-oxohexanoate), C(=O)[O-].[Na+] (sodium formate), CO (methanol). The solvent is C(C)(=O)OCC (ethyl acetate). Yields the product ClC1=CC=C(S1)C(C(CCCC(=O)OCC)O)=O (ethyl 6-(5-chloro-2-thienyl)-5-hydroxy-6-oxohexanoate), oil. Yield: 41.0%. Reaction SMILES: Br[CH:2]([C:11]([C:13]1[S:14][C:15]([Cl:18])=[CH:16][CH:17]=1)=[O:12])[CH2:3][CH2:4][CH2:5][C:6]([O:8][CH2:9][CH3:10])=[O:7].C([O-])=[O:20].[Na+].CO>C(OCC)(=O)C>[Cl:18][C:15]1[S:14][C:13]([C:11](=[O:12])[CH:2]([OH:20])[CH2:3][CH2:4][CH2:5][C:6]([O:8][CH2:9][CH3:10])=[O:7])=[CH:17][CH:16]=1 |f:1.2|. Reported procedure: A mixture of ethyl 5-bromo-6-(5-chloro-2-thienyl)-6-oxohexanoate (64.4 g), sodium formate (60.0 g) and methanol (150 ml) was stirred with heating under reflux for 16 hours. The reaction mixture was diluted with ethyl acetate (500 ml) and washed with water (200 ml×2). The organic layer was dried over anhydrous magnesium sulfate and concentrated. The residue was subjected to silica gel column chromatography, and ethyl 6-(5-chloro-2-thienyl)-5-hydroxy-6-oxohexanoate was obtained as a yellow oil (21... The reactants are C(C)OC(=O)C=1SC=CC1 (thiophene-2-carboxylic acid ethyl ester), [H-].[Na+] (sodium hydride), C(C)#N (acetonitrile). Run in C1(=CC=CC=C1)C (toluene). Yields the product S1C(=CC=C1)C(=O)CC#N (2-thiophenoylacetonitrile). The yield is 92.6%. Reaction SMILES: C(O[C:4]([C:6]1[S:7][CH:8]=[CH:9][CH:10]=1)=[O:5])C.[H-].[Na+].[C:13](#[N:15])[CH3:14]>C1(C)C=CC=CC=1>[S:7]1[CH:8]=[CH:9][CH:10]=[C:6]1[C:4]([CH2:14][C:13]#[N:15])=[O:5] |f:1.2|. Reported procedure: 78.1 grams (0.5 mole) of thiophene-2-carboxylic acid ethyl ester and 30 grams (1 mole) of sodium hydride (80% suspension in white oil) were reacted with 41.5 grams (1 mole) of acetonitrile in 500 ml of dry toluene. There were obtained 70.0 grams (92.6% of theory) of 2-thiophenoylacetonitrile having a melting point of 110° C.